Task: describe an organic reaction: reactants, conditions, products, and yield. Dataset: the Open Reaction Database (ORD), a public repository of structured organic reaction records Reactants: CO, Cl, COC(=O)c1cc(-c2nnn[nH]2)cc(N2CCCC2)c1, [Na+], [OH-], O. The product is O=C(O)c1cc(-c2nnn[nH]2)cc(N2CCCC2)c1. RXN SMILES: [CH3:3][OH:4].[ClH:25].[N:5]1([c:10]2[cH:11][c:12]([C:13](=[O:14])[O:15][CH3:16])[cH:17][c:18](-[c:20]3[n:21][n:22][n:23][nH:24]3)[cH:19]2)[CH2:6][CH2:7][CH2:8][CH2:9]1.[Na+:2].[OH-:1].[OH2:26]>>[N:5]1([c:10]2[cH:11][c:12]([C:13](=[O:14])[OH:15])[cH:17][c:18](-[c:20]3[n:21][n:22][n:23][nH:24]3)[cH:19]2)[CH2:6][CH2:7][CH2:8][CH2:9]1. The reactants are FC1=C(C#N)C=CC(=C1I)C (2-fluoro-3-iodo-4-methyl-benzonitrile), S(O)(O)(=O)=O (sulfuric acid), CO (methanol). Run at temperature 115 celsius, time 8 hour. Yields the product FC1=C(C(=O)O)C=CC(=C1I)C (2-Fluoro-3-Iodo-4-Methyl benzoic acid). As a reaction SMILES: [F:1][C:2]1[C:9]([I:10])=[C:8]([CH3:11])[CH:7]=[CH:6][C:3]=1C#N.S(=O)(=O)(O)[OH:13].[CH3:17][OH:18]>>[F:1][C:2]1[C:9]([I:10])=[C:8]([CH3:11])[CH:7]=[CH:6][C:3]=1[C:17]([OH:13])=[O:18]. Procedure details: To a 500 ml round bottom, three neck flask equipped with a condenser and magnetic stirrer, was added 2-fluoro-3-iodo-4-methyl-benzonitrile (33 g, 126.4 mmol), 70 ml of methanol, and 70 ml of 60% aqueous sulfuric acid. The flask was sealed and temperature was raised to 115° C. The reaction mixture was stirred at this temperature overnight. The precipitate that formed was filtered onto fritted filter, washed with 1 L of water, and dried under vacuum for 2 h and then in vacuum oven at 60° C. for 3 ... Reactants: OC1=CC2=C(C(CO2)=O)C=C1 (6-hydroxy-3-oxo-2,3-dihydrobenzofuran), C([O-])([O-])=O.[K+].[K+] (potassium carbonate), O (water), C(C1=CC=CC=C1)Br (benzyl bromide). Solvent: CN(C)C=O (DMF). Reaction conditions: time 5 minute. The product is C(C1=CC=CC=C1)OC1=CC2=C(C(CO2)=O)C=C1 (6-Benzyloxy-2,3-dihydro-3-oxo-benzofuran). The yield is 95.9%. Reaction SMILES: [OH:1][C:2]1[CH:11]=[CH:10][C:5]2[C:6](=[O:9])[CH2:7][O:8][C:4]=2[CH:3]=1.C(=O)([O-])[O-].[K+].[K+].[CH2:18](Br)[C:19]1[CH:24]=[CH:23][CH:22]=[CH:21][CH:20]=1.O>CN(C=O)C>[CH2:18]([O:1][C:2]1[CH:11]=[CH:10][C:5]2[C:6](=[O:9])[CH2:7][O:8][C:4]=2[CH:3]=1)[C:19]1[CH:24]=[CH:23][CH:22]=[CH:21][CH:20]=1 |f:1.2.3|. Procedure details: To a stirred solution of 6-hydroxy-3-oxo-2,3-dihydrobenzofuran of Example 6(a) (32 kg, 213 moles) in DMF (192 L) was added potassium carbonate (31.0 kg, 224 moles). After stirring for 5 min. at room temperature, benzyl bromide (145.2 kg, 264 moles) was added and the resulting mixture was stirred for 2 hours at room temperature. The mixture was poured into water (651 L), stirred for 30 minutes and the product collected by centrifugation. The crude solid was washed with water (580 L), 80% ethanol ...